Dataset: the Open Reaction Database (ORD), a public repository of structured organic reaction records. Task: describe an organic reaction: reactants, conditions, products, and yield Starting materials: C1(=CC=CC=C1)P(C1=CC=CC=C1)C1=CC=CC=C1 (triphenylphosphine), N(=NC(=O)OCC)C(=O)OCC (diethyl azodicarboxylate), C(C)(C)(C)OC(=O)NCCO (2-(N-t-butoxycarbonylamino)ethanol), ClC=1C=CC2=C(C(=NO2)O)C1 (5-chloro-3-hydroxy-1,2-benzisoxazole). The solvent is O1CCCC1 (tetrahydrofuran). The product is Cl.NCCOC1=NOC2=C1C=C(C=C2)Cl (3-(2-Aminoethoxy)-5-chloro-1,2-benzisoxazole hydrochloride). Yield: 186.9%. As a reaction SMILES: C1(P(C2C=CC=CC=2)C2C=CC=CC=2)C=CC=CC=1.N(C(OCC)=O)=NC(OCC)=O.C(OC([NH:39][CH2:40][CH2:41]O)=O)(C)(C)C.[Cl:43][C:44]1[CH:45]=[CH:46][C:47]2[O:51][N:50]=[C:49]([OH:52])[C:48]=2[CH:53]=1>O1CCCC1>[ClH:43].[NH2:39][CH2:40][CH2:41][O:52][C:49]1[C:48]2[CH:53]=[C:44]([Cl:43])[CH:45]=[CH:46][C:47]=2[O:51][N:50]=1 |f:5.6|. Procedure: To a solution of triphenylphosphine (0.87 g) in tetrahydrofuran (10 ml), was added diethyl azodicarboxylate (0.57 g) dropwise with stirring under ice cooling. The reaction mixture was stirred at the same temperature for 10 minutes. Then, 2-(N-t-butoxycarbonylamino)ethanol (0.48 g) and 5-chloro-3-hydroxy-1,2-benzisoxazole (0.51 g) were added to the reaction mixture successively and stirred under ice cooling for 10 minutes and at room temperature for 24 hours. The solvent was evaporated under redu... The reactants are ClC(=O)OCC(Cl)(Cl)Cl (2,2,2-trichloroethyl chloroformate), Cl.NC1=CC(=NN1C1=CC=C(C=C1)C)C(C)(C)C (5-amino-3-t-butyl-1-p-tolylpyrazole hydrochloride), O (water), [OH-].[Na+] (NaOH). The solvent is CCOC(=O)C (EtOAc). Conditions: temperature 10 celsius, time 30 minute. The product is ClC(COC(=O)NC1=CC(=NN1C1=CC=C(C=C1)C)C(C)(C)C)(Cl)Cl (5-(2,2,2-Trichloroethoxycarbonyl)amino-3-t-butyl-1-p-tolylpyrazole). RXN SMILES: Cl.[NH2:2][C:3]1[N:7]([C:8]2[CH:13]=[CH:12][C:11]([CH3:14])=[CH:10][CH:9]=2)[N:6]=[C:5]([C:15]([CH3:18])([CH3:17])[CH3:16])[CH:4]=1.O.[OH-].[Na+].Cl[C:23]([O:25][CH2:26][C:27]([Cl:30])([Cl:29])[Cl:28])=[O:24]>CCOC(C)=O>[Cl:28][C:27]([Cl:30])([Cl:29])[CH2:26][O:25][C:23]([NH:2][C:3]1[N:7]([C:8]2[CH:13]=[CH:12][C:11]([CH3:14])=[CH:10][CH:9]=2)[N:6]=[C:5]([C:15]([CH3:18])([CH3:17])[CH3:16])[CH:4]=1)=[O:24] |f:0.1,3.4|. Procedure: A mixture of 5-amino-3-t-butyl-1-p-tolylpyrazole hydrochloride (300 g, 1.13 mol), water (0.9 L), EtOAc (2.1 L) and NaOH (117 g, 2.84 mol) was stirred between 5-15° C. for 30 min. To this mixture, 2,2,2-trichloroethyl chloroformate (342 g, 1.58 mol) was added over 1 h between 5-15° C. The mixture was stirred at room temperature for 2 h, and then the aqueous layer was separated from the EtOAc layer. The EtOAc layer was washed with brine (2×0.9 L) and dried over MgSO4 (60 g). The EtOAc layer was co... The reactants are CC(=O)OI1(C=2C=CC=CC2C(=O)O1)(OC(=O)C)OC(=O)C (Dess-Martin periodinane), ClC1=CC=C(S1)C(=O)NC1=C2CN(C(C2=CC=C1)=O)CC1=CC(=CC=C1)CO (5-chloro-N-{2-[3-(hydroxymethyl)benzyl]-1-oxo-2,3-dihydro-1H-isoindol-4-yl}-2-thiophenecarboxamide), C(C)(=O)OCC (ethyl acetate), C([O-])(O)=O.[Na+] (sodium bicarbonate). Solvent: ClCCl (dichloromethane), N1=CC=CC=C1 (pyridine). Conditions: time 6 hour. The product is ClC1=CC=C(S1)C(=O)NC1=C2CN(C(C2=CC=C1)=O)CC1=CC(=CC=C1)C=O (5-Chloro-N-[2-(3-formylbenzyl)-1-oxo-2,3-dihydro-1H-isoindol-4-yl]-2-thiophenecarboxamide). RXN SMILES: CC(OI1(OC(C)=O)(OC(C)=O)OC(=O)C2C=CC=CC1=2)=O.[Cl:23][C:24]1[S:28][C:27]([C:29]([NH:31][C:32]2[CH:40]=[CH:39][CH:38]=[C:37]3[C:33]=2[CH2:34][N:35]([CH2:42][C:43]2[CH:48]=[CH:47][CH:46]=[C:45]([CH2:49][OH:50])[CH:44]=2)[C:36]3=[O:41])=[O:30])=[CH:26][CH:25]=1.C(=O)(O)[O-].[Na+].C(OCC)(=O)C>ClCCl.N1C=CC=CC=1>[Cl:23][C:24]1[S:28][C:27]([C:29]([NH:31][C:32]2[CH:40]=[CH:39][CH:38]=[C:37]3[C:33]=2[CH2:34][N:35]([CH2:42][C:43]2[CH:48]=[CH:47][CH:46]=[C:45]([CH:49]=[O:50])[CH:44]=2)[C:36]3=[O:41])=[O:30])=[CH:26][CH:25]=1 |f:2.3|. Procedure details: Dess-Martin periodinane (1.9 g, 4.6 mmol) is added to a solution of 5-chloro-N-{2-[3-(hydroxymethyl)benzyl]-1-oxo-2,3-dihydro-1H-isoindol-4-yl}-2-thiophenecarboxamide (1.6 g, 3.8 mmol) in dichloromethane (38 ml) and pyridine (1.5 ml) and the mixture is stirred at room temperature for 6 h, and saturated aqueous sodium bicarbonate solution is then added. After addition of ethyl acetate and phase separation, the aqueous phase is extracted with ethyl acetate. The combined organic phases are dried (s...